From a dataset of the Open Reaction Database (ORD), a public repository of structured organic reaction records. describe an organic reaction: reactants, conditions, products, and yield Starting materials: BrCCCCBr, CCOC(C)=O, CN(C)C=O, [H-], [Na+], CCOC(=O)c1ccc(NS(=O)(=O)c2ccc(C)cc2)cc1. Yields the product CCOC(=O)c1ccc(N(CCCCBr)S(=O)(=O)c2ccc(C)cc2)cc1. As a reaction SMILES: [Br:25][CH2:26][CH2:27][CH2:28][CH2:29][Br:30].[CH3:31][CH2:32][O:33][C:34](=[O:35])[CH3:36].[CH3:37][N:38]([CH3:39])[CH:40]=[O:41].[H-:1].[Na+:2].[S:3](=[O:4])(=[O:5])([c:6]1[cH:7][cH:8][c:9]([CH3:10])[cH:11][cH:12]1)[NH:13][c:14]1[cH:15][cH:16][c:17]([C:18](=[O:19])[O:20][CH2:21][CH3:22])[cH:23][cH:24]1>>[S:3](=[O:4])(=[O:5])([c:6]1[cH:7][cH:8][c:9]([CH3:10])[cH:11][cH:12]1)[N:13]([c:14]1[cH:15][cH:16][c:17]([C:18](=[O:19])[O:20][CH2:21][CH3:22])[cH:23][cH:24]1)[CH2:29][CH2:28][CH2:27][CH2:26][Br:25].